Dataset: the Open Reaction Database (ORD), a public repository of structured organic reaction records. Task: describe an organic reaction: reactants, conditions, products, and yield The reactants are ClC=1C=C(C=CC1Cl)C(CCC1OCCO1)=O (3',4'-Dichloro-3-(1,3-dioxolan-2-yl)propiophenone), C(C)(=O)NCCN (N-acetylethylenediamine). Run in C(C)(=O)O (acetic acid), C(C)(=O)O (acetic acid). The product is ClC=1C=C(C=CC1Cl)C=1N(C=CC1)CCNC(C)=O (N-[2-[2-(3,4-dichlorophenyl)-pyrrol-1-yl]ethyl]acetamide). Isolated yield 84.2%. RXN SMILES: [Cl:1][C:2]1[CH:3]=[C:4]([C:9](=O)[CH2:10][CH2:11][CH:12]2OCCO2)[CH:5]=[CH:6][C:7]=1[Cl:8].[C:18]([NH:21][CH2:22][CH2:23][NH2:24])(=[O:20])[CH3:19]>C(O)(=O)C>[Cl:1][C:2]1[CH:3]=[C:4]([C:9]2[N:24]([CH2:23][CH2:22][NH:21][C:18](=[O:20])[CH3:19])[CH:12]=[CH:11][CH:10]=2)[CH:5]=[CH:6][C:7]=1[Cl:8]. Procedure details: 3',4'-Dichloro-3-(1,3-dioxolan-2-yl)propiophenone (10.0 g) was dissolved in 20 ml of acetic acid and added under argon and while stirring to a solution of 7.4 g of N-acetylethylenediamine in 80 ml of acetic acid. The reaction mixture was heated to reflux overnight, the acetic acid was subsequently removed in a vacuum. The residue was taken up in 200 ml of methylene chloride and washed with a mixture of 100 ml of saturated sodium hydrogen carbonate solution and 100 ml of 2N sodium hydroxide solut...